This data is from the Open Reaction Database (ORD), a public repository of structured organic reaction records. The task is: describe an organic reaction: reactants, conditions, products, and yield Starting materials: IC1=C(C=CC=C1)O (2-Iodophenol), Cl (HCl), C(C)(C)OC1=CC(=C(C=C1)B1OC(C(O1)(C)C)(C)C)C (2-(4-isopropoxy-2-methyl-phenyl)-4,4,5,5-tetramethyl-[1,3,2]dioxaborolane), C([O-])([O-])=O.[Cs+].[Cs+] (cesium carbonate). Reagents/catalysts: C1(=CC=CC=C1)P(C1=CC=CC=C1)C1=CC=CC=C1.C1(=CC=CC=C1)P(C1=CC=CC=C1)C1=CC=CC=C1.C1(=CC=CC=C1)P(C1=CC=CC=C1)C1=CC=CC=C1.C1(=CC=CC=C1)P(C1=CC=CC=C1)C1=CC=CC=C1.[Pd] (palladium tetrakis(triphenylphosphine)). Run in COCCOC (1,2-dimethoxyethane). Yields the product C(C)(C)OC1=CC(=C(C=C1)C=1C(=CC=CC1)O)C (4′-isopropoxy-2′-methylbiphenyl-2-ol). Isolated yield 32.0%. RXN SMILES: I[C:2]1[CH:7]=[CH:6][CH:5]=[CH:4][C:3]=1[OH:8].[CH:9]([O:12][C:13]1[CH:18]=[CH:17][C:16](B2OC(C)(C)C(C)(C)O2)=[C:15]([CH3:28])[CH:14]=1)([CH3:11])[CH3:10].C(=O)([O-])[O-].[Cs+].[Cs+].Cl>COCCOC.C1(P(C2C=CC=CC=2)C2C=CC=CC=2)C=CC=CC=1.C1(P(C2C=CC=CC=2)C2C=CC=CC=2)C=CC=CC=1.C1(P(C2C=CC=CC=2)C2C=CC=CC=2)C=CC=CC=1.C1(P(C2C=CC=CC=2)C2C=CC=CC=2)C=CC=CC=1.[Pd]>[CH:9]([O:12][C:13]1[CH:18]=[CH:17][C:16]([C:2]2[C:3]([OH:8])=[CH:4][CH:5]=[CH:6][CH:7]=2)=[C:15]([CH3:28])[CH:14]=1)([CH3:10])[CH3:11] |f:2.3.4,7.8.9.10.11|. Procedure: 2-Iodophenol (1.54 g, 7.00 mmol) was combined with 2-(4-isopropoxy-2-methyl-phenyl)-4,4,5,5-tetramethyl-[1,3,2]dioxaborolane (Preparation 38, 2.00 g, 7.24 mmol), cesium carbonate (4.56 g, 13.99 mmol) and palladium tetrakis(triphenylphosphine) (0.24 g, 0.21 mmol) in 1,2-dimethoxyethane (40 mL). The reaction mixture was heated to reflux for 18 hours. The reaction mixture was cooled to room temperature and then acidified with a 1 N aqueous HCl solution. The organics were extracted 3 times with diet... Reactants: Cc1ccccc1, OCc1cccc(F)c1NCCN1CCOCC1, O=[Mn]=O. Yields the product O=Cc1cccc(F)c1NCCN1CCOCC1. Reaction SMILES: [CH3:19][c:20]1[cH:21][cH:22][cH:23][cH:24][cH:25]1.[O:1]1[CH2:2][CH2:3][N:4]([CH2:7][CH2:8][NH:9][c:10]2[c:11]([CH2:17][OH:18])[cH:12][cH:13][cH:14][c:15]2[F:16])[CH2:5][CH2:6]1.[O:26]=[Mn:27]=[O:28]>>[O:1]1[CH2:2][CH2:3][N:4]([CH2:7][CH2:8][NH:9][c:10]2[c:11]([CH:17]=[O:18])[cH:12][cH:13][cH:14][c:15]2[F:16])[CH2:5][CH2:6]1. Reactants: ClC1=CC=C(C=C1)S(=O)(=O)NC(C(=O)NCCCCCCC(=O)OC)COS(=O)(=O)C ((RS)-2-(4-chlorobenzenesulfonylamino)-3-methanesulfonyloxy-N-(6-methoxycarbonylhexyl)propanamide), OC=1C=NC=CC1 (3-hydroxypyridine). Product: ClC1=CC=C(C=C1)S(=O)(=O)NC(C(=O)NCCCCCCC(=O)OC)COC=1C=NC=CC1 ((RS)-2-(4-chlorobenzenesulfonylamino)-N-(6-methoxycarbonylhexyl)-3-(pyridin-3-yloxy)propanamide). RXN SMILES: [Cl:1][C:2]1[CH:7]=[CH:6][C:5]([S:8]([NH:11][CH:12]([CH2:26][O:27]S(C)(=O)=O)[C:13]([NH:15][CH2:16][CH2:17][CH2:18][CH2:19][CH2:20][CH2:21][C:22]([O:24][CH3:25])=[O:23])=[O:14])(=[O:10])=[O:9])=[CH:4][CH:3]=1.O[C:33]1[CH:34]=[N:35][CH:36]=[CH:37][CH:38]=1>>[Cl:1][C:2]1[CH:7]=[CH:6][C:5]([S:8]([NH:11][CH:12]([CH2:26][O:27][C:33]2[CH:34]=[N:35][CH:36]=[CH:37][CH:38]=2)[C:13]([NH:15][CH2:16][CH2:17][CH2:18][CH2:19][CH2:20][CH2:21][C:22]([O:24][CH3:25])=[O:23])=[O:14])(=[O:10])=[O:9])=[CH:4][CH:3]=1. Procedure details: The procedure described in Example 105 was repeated, except that (RS)-2-(4-chlorobenzenesulfonylamino)-3-methanesulfonyloxy-N-(6-methoxycarbonylhexyl)propanamide (70.0 mg) was reacted with 3-hydroxypyridine to obtain (RS)-2-(4-chlorobenzenesulfonylamino)-N-(6-methoxycarbonylhexyl)-3-(pyridin-3-yloxy)propanamide (30.3 mg). Reactants: CN1CCNCC1 (1-Methyl-piperazine), C([O-])([O-])=O.[Cs+].[Cs+] (cesium carbonate), O1C(NCC1)=O (oxazolidin-2-one), C1(=C(C=CC=C1)P(C1CCCCC1)C1CCCCC1)C1=CC=CC=C1 (Biphenyl-2-yl-dicyclohexyl-phosphane). Reagents/catalysts: C(C)(=O)[O-].[Pd+2].C(C)(=O)[O-] (palladium acetate). Solvent: O (water), C1(=CC=CC=C1)C (toluene). Reaction conditions: temperature 100 celsius, time 3 hour. The product is CN1CCN(CC1)C1=CC=C(CN2C(O[C@@H](C2)C2=CC=CC=C2)=O)C=C1 (3-[4-(4-Methyl-piperazin-1-yl)-benzyl]-5-(R)-phenyl-oxazolidin-2-one), solid. Yield: 38.0%. Reaction SMILES: C(=O)([O-])[O-].[Cs+].[Cs+].[O:7]1[CH2:11][CH2:10][NH:9][C:8]1=[O:12].[C:13]1([C:32]2[CH:37]=[CH:36][CH:35]=[CH:34][CH:33]=2)[CH:18]=CC=CC=1P(C1CCCCC1)C1CCCCC1.[CH3:38][N:39]1[CH2:44][CH2:43][NH:42][CH2:41][CH2:40]1>C1(C)C=CC=CC=1.O.C([O-])(=O)C.[Pd+2].C([O-])(=O)C>[CH3:38][N:39]1[CH2:44][CH2:43][N:42]([C:32]2[CH:33]=[CH:34][C:11]([CH2:10][N:9]3[CH2:18][C@@H:13]([C:32]4[CH:33]=[CH:34][CH:35]=[CH:36][CH:37]=4)[O:7][C:8]3=[O:12])=[CH:18][CH:13]=2)[CH2:41][CH2:40]1 |f:0.1.2,8.9.10|. Procedure details: To a stirring suspension of palladium acetate (3 mg, 0.011 mmol), cesium carbonate (103 mg, 0.318 mmol), 3-(4-Iodo-benzyl)-5-(R)-phenyl)-oxazolidin-2-one (40 mg, 0.106 mmol), and Biphenyl-2-yl-dicyclohexyl-phosphane (4 mg, 0.011 mmol) in toluene was added 1-Methyl-piperazine (14 μL, 0.126 mmol). The mixture stirred at 100° C. for 3 hours and was then cooled to room temperature, diluted with water and extracted with ethyl acetate. The organics were washed with brine, dried over anhydrous sodium s... The reactants are CCOC(C)=O, COCCOC, OB(O)c1ccc(C(F)(F)F)cc1, CCOC(=O)C1(c2cc(Br)c(N)c(OCC(F)(F)F)c2)CCC1, O. Product: CCOC(=O)C1(c2cc(OCC(F)(F)F)c(N)c(-c3ccc(C(F)(F)F)cc3)c2)CCC1. As a reaction SMILES: [CH3:37][CH2:38][O:39][C:40]([CH3:41])=[O:42].[CH3:44][O:45][CH2:46][CH2:47][O:48][CH3:49].[F:24][C:25]([c:26]1[cH:27][cH:28][c:29]([B:32]([OH:33])[OH:34])[cH:30][cH:31]1)([F:35])[F:36].[NH2:1][c:2]1[c:3]([Br:23])[cH:4][c:5]([C:14]2([C:18](=[O:19])[O:20][CH2:21][CH3:22])[CH2:15][CH2:16][CH2:17]2)[cH:6][c:7]1[O:8][CH2:9][C:10]([F:11])([F:12])[F:13].[OH2:43]>>[NH2:1][c:2]1[c:3](-[c:29]2[cH:28][cH:27][c:26]([C:25]([F:24])([F:35])[F:36])[cH:31][cH:30]2)[cH:4][c:5]([C:14]2([C:18](=[O:19])[O:20][CH2:21][CH3:22])[CH2:15][CH2:16][CH2:17]2)[cH:6][c:7]1[O:8][CH2:9][C:10]([F:11])([F:12])[F:13]. Starting materials: FC=1C(=NC(=NC1)OCC1=CC=C(C=C1)F)NCO ([5-fluoro-2-(4-fluorobenzyloxy)pyrimidin-4-ylamino]methanol), C1(=CC=C(C=C1)S(=O)(=O)O)C (p-toluene sulfonic acid). Run in C(C1=CC=CC=C1)O (benzyl alcohol). Run at time 30 minute. The product is C(C1=CC=CC=C1)OCNC1=NC(=NC=C1F)OCC1=CC=C(C=C1)F (Benzyloxymethyl[5-fluoro-2-(4-fluorobenzyloxy)pyrimidin-4-yl]amine). Isolated yield 70.0%. Reaction SMILES: [F:1][C:2]1[C:3]([NH:17][CH2:18][OH:19])=[N:4][C:5]([O:8][CH2:9][C:10]2[CH:15]=[CH:14][C:13]([F:16])=[CH:12][CH:11]=2)=[N:6][CH:7]=1.[C:20]1([CH3:30])[CH:25]=[CH:24][C:23](S(O)(=O)=O)=[CH:22][CH:21]=1>C(O)C1C=CC=CC=1>[CH2:30]([O:19][CH2:18][NH:17][C:3]1[C:2]([F:1])=[CH:7][N:6]=[C:5]([O:8][CH2:9][C:10]2[CH:11]=[CH:12][C:13]([F:16])=[CH:14][CH:15]=2)[N:4]=1)[C:20]1[CH:25]=[CH:24][CH:23]=[CH:22][CH:21]=1. Procedure: To a mixture of [5-fluoro-2-(4-fluorobenzyloxy)pyrimidin-4-ylamino]methanol (0.10 g, 3.7 mmol) in benzyl alcohol (1 mL) was added a catalytic amount of p-toluene sulfonic acid. After 30 min, the reaction was cooled to room temperature and partitioned between ethyl acetate and saturated sodium bicarbonate. The phases were separated and the organic portion was dried over anhydrous Na2SO4, filtered and evaporated to obtain the crude product. Purification by reverse phase chromatography afforded 0.0...